This data is from the Open Reaction Database (ORD), a public repository of structured organic reaction records. The task is: describe an organic reaction: reactants, conditions, products, and yield The reactants are CC(OCc1ccccc1)C(CCc1ccccc1)n1cnc(C(N)=O)c1, C1=CCCCC1, CCO, [OH-], [OH-], [Pd+2]. The product is CC(O)C(CCc1ccccc1)n1cnc(C(N)=O)c1. Reaction SMILES: [CH2:1]([c:2]1[cH:3][cH:4][cH:5][cH:6][cH:7]1)[O:8][CH:9]([CH3:10])[CH:11]([CH2:12][CH2:13][c:14]1[cH:15][cH:16][cH:17][cH:18][cH:19]1)[n:20]1[cH:21][n:22][c:23]([C:25](=[O:26])[NH2:27])[cH:24]1.[CH2:28]1[CH2:29][CH:30]=[CH:31][CH2:32][CH2:33]1.[CH3:34][CH2:35][OH:36].[OH-:37].[OH-:39].[Pd+2:38]>>[OH:8][CH:9]([CH3:10])[CH:11]([CH2:12][CH2:13][c:14]1[cH:15][cH:16][cH:17][cH:18][cH:19]1)[n:20]1[cH:21][n:22][c:23]([C:25](=[O:26])[NH2:27])[cH:24]1. The reactants are CCOC(=O)c1ccc(OC2CCN(C(=O)OC(C)(C)C)CC2)cc1, C1CCOC1, Cc1ccccn1, C[Si](C)(C)[N-][Si](C)(C)C, [Li+]. Product: CC(C)(C)OC(=O)N1CCC(Oc2ccc(C(=O)Cc3ccccn3)cc2)CC1. RXN SMILES: [C:1]([CH3:2])([CH3:3])([CH3:4])[O:5][C:6](=[O:7])[N:8]1[CH2:9][CH2:10][CH:11]([O:14][c:15]2[cH:16][cH:17][c:18]([C:21](=[O:22])[O:23][CH2:24][CH3:25])[cH:19][cH:20]2)[CH2:12][CH2:13]1.[CH2:43]1[O:44][CH2:45][CH2:46][CH2:47]1.[CH3:26][c:27]1[cH:28][cH:29][cH:30][cH:31][n:32]1.[CH3:34][Si:35]([N-:36][Si:37]([CH3:38])([CH3:39])[CH3:40])([CH3:41])[CH3:42].[Li+:33]>>[C:1]([CH3:2])([CH3:3])([CH3:4])[O:5][C:6](=[O:7])[N:8]1[CH2:9][CH2:10][CH:11]([O:14][c:15]2[cH:16][cH:17][c:18]([C:21](=[O:22])[CH2:26][c:27]3[cH:28][cH:29][cH:30][cH:31][n:32]3)[cH:19][cH:20]2)[CH2:12][CH2:13]1. Reactants: ClC1=C(C=CC=C1Cl)OC (2,3-dichloroanisole), C1(=CC=CC=C1)CC(=O)Cl (phenylacetyl chloride), [Cl-].[Al+3].[Cl-].[Cl-] (aluminum chloride). Solvent: C(=S)=S (carbon disulfide). Reaction conditions: time 17 hour. The product is ClC1=C(C=C(C=C1Cl)C(CC1=CC=CC=C1)=O)OC (2,3-Dichloro-5-phenylacetylanisole). Reaction SMILES: [Cl:1][C:2]1[C:7]([Cl:8])=[CH:6][CH:5]=[CH:4][C:3]=1[O:9][CH3:10].[C:11]1([CH2:17][C:18](Cl)=[O:19])[CH:16]=[CH:15][CH:14]=[CH:13][CH:12]=1.[Cl-].[Al+3].[Cl-].[Cl-]>C(=S)=S>[Cl:1][C:2]1[C:7]([Cl:8])=[CH:6][C:5]([C:18](=[O:19])[CH2:17][C:11]2[CH:16]=[CH:15][CH:14]=[CH:13][CH:12]=2)=[CH:4][C:3]=1[O:9][CH3:10] |f:2.3.4.5|. Reported procedure: To a stirred mixture of 2,3-dichloroanisole (62 g., 0.35 mole), phenylacetyl chloride (54 g., 0.35 mole) and carbon disulfide (250 ml.) is added portionwise aluminum chloride (47 g., 0.35 mole) with cooling at 0°-5° C. The reaction mixture is left at 25° C. for 17 hours, the carbon disulfide removed, and the residue treated with ice-water and concentrated hydrochloric acid (50 ml.) to give 68.8 g. of 2,3-dichloro-5-phenylacetylanisole which melts at 126°-129° C. on crystallization from benzene:c... The reactants are O[C@@H]([C@@H]([C@@H](CO)O)O)C=1N=C(NC1)C(C)=O (1-[4-((1R,2S,3R)-1,2,3,4-Tetrahydroxy-butyl)-1H-imidazol-2-yl]-ethanone), C(NN)(=O)OCC (Ethyl carbazate). The reagents and catalysts are Cl (hydrochloric acid). Solvent: O (water), CO (methanol). Conditions: temperature 50 celsius, time 18 hour. Yields the product O[C@@H]([C@@H]([C@@H](CO)O)O)C=1N=C(NC1)\C(\C)=N\NC(=O)OCC ((E)-ethyl 2-(1-(4-((1R,2S,3R)-1,2,3,4-tetrahydroxybutyl)-1H-imidazol-2-yl)ethylidene)hydrazinecarboxylate). RXN SMILES: [OH:1][C@H:2]([C:9]1[N:10]=[C:11]([C:14](=O)[CH3:15])[NH:12][CH:13]=1)[C@H:3]([OH:8])[C@H:4]([OH:7])[CH2:5][OH:6].[C:17]([O:21][CH2:22][CH3:23])(=[O:20])[NH:18][NH2:19]>CO.O.Cl>[OH:1][C@H:2]([C:9]1[N:10]=[C:11](/[C:14](=[N:19]/[NH:18][C:17]([O:21][CH2:22][CH3:23])=[O:20])/[CH3:15])[NH:12][CH:13]=1)[C@H:3]([OH:8])[C@H:4]([OH:7])[CH2:5][OH:6]. Procedure: 1-[4-((1R,2S,3R)-1,2,3,4-Tetrahydroxy-butyl)-1H-imidazol-2-yl]-ethanone (150 mg, 0.65 mmol) was suspended in methanol (3 ml) and water (1 ml). Ethyl carbazate (78 mg, 0.75 mmol, 1.2 eq.) and hydrochloric acid (one drop, 12 N) were added, and the suspension was stirred at 50° C. for 18 hours. LCMS analysis indicated the formation of the product and the absence of starting material. The reaction mixture was cooled to room temperature, concentrated in vacuo, and diluted with acetone. The resulting ... The reactants are CN1CCOCC1 (N-methylmorpholine), ice water, CC(=O)OCC1=C(N2[C@@H]([C@@H](C2=O)N)SC1)C(=O)O (7-aminocephalosporanic acid), C(C)(C)(C)OC(=O)NC1(CCC(=O)O)CC=CO1 (2-t-butoxycarbonylamino-furfurylacetic acid), C(C)OC(=O)Cl (chloroformic acid ethyl ester). RXN SMILES: CN1[CH2:7][CH2:6][O:5][CH2:4][CH2:3]1.[C:8]([O:12][C:13]([NH:15][C:16]1(OC=C[CH2:22]1)[CH2:17]CC(O)=O)=[O:14])([CH3:11])([CH3:10])[CH3:9].C([O:28]C(Cl)=O)C.[CH3:32][C:33]([O:35][CH2:36][C:37]1[CH2:46][S:45][C@@H:40]2[C@H:41]([NH2:44])[C:42](=[O:43])[N:39]2[C:38]=1[C:47]([OH:49])=[O:48])=[O:34]>C1COCC1.C(N(CC)CC)C>[C:8]([O:12][C:13]([NH:15][CH:16]([CH2:17][C:6]1[O:5][CH:4]=[CH:3][CH:7]=1)[C:22]([NH:44][CH:41]1[C:42](=[O:43])[N:39]2[C:38]([C:47]([OH:49])=[O:48])=[C:37]([CH2:36][O:35][C:33](=[O:34])[CH3:32])[CH2:46][S:45][C@H:40]12)=[O:28])=[O:14])([CH3:9])([CH3:10])[CH3:11]. Yields the product C(C)(C)(C)OC(=O)NC(C(=O)NC1[C@@H]2N(C(=C(CS2)COC(C)=O)C(=O)O)C1=O)CC1=CC=CO1 (7-[α-(t-Butoxycarbonylamino)-furfurylacetamido]-3-acetoxymethyl-ceph-3-em-4-carboxylic acid). Procedure details: 1.7 pts. by wt. of triethylamine and 0.1 pt. by wt. of N-methylmorpholine are added to a solution of 3.7 pts. by wt. of 2-t-butoxycarbonylamino-furfurylacetic acid in 60 pts. by vol. of abs. THF. The mixture is cooled to -25°, a solution of 1.8 pts. by wt. of chloroformic acid ethyl ester in 10 pts. by vol. of abs. THF is added and the mixture is stirred at this temperature for 15 minutes. A solution, pre-cooled to -20°, of silylated 7-aminocephalosporanic acid (7-ACS) in 40 pts. by vol. of abs.... Conditions: time 15 minute. Solvent: C(C)N(CC)CC (triethylamine), C1CCOC1 (THF), C1CCOC1 (THF), C1CCOC1 (THF), C1CCOC1 (THF). Reaction SMILES: [C:26]([CH3:27])([CH3:28])([CH3:29])[O:30][C:31](=[O:32])[S:33][c:34]1[n:35][c:36]([CH3:37])[cH:38][c:39]([CH3:40])[n:41]1.[NH2:1][c:2]1[cH:3][c:4]([O:24][CH3:25])[c:5]([O:6][CH2:7][CH2:8][CH2:9][N:10]2[CH2:11][CH2:12][N:13]([c:16]3[cH:17][cH:18][cH:19][cH:20][cH:21]3)[CH2:14][CH2:15]2)[cH:22][cH:23]1.[O:42]1[CH2:43][CH2:44][CH2:45][CH2:46]1>>[NH:1]([c:2]1[cH:3][c:4]([O:24][CH3:25])[c:5]([O:6][CH2:7][CH2:8][CH2:9][N:10]2[CH2:11][CH2:12][N:13]([c:16]3[cH:17][cH:18][cH:19][cH:20][cH:21]3)[CH2:14][CH2:15]2)[cH:22][cH:23]1)[C:31]([O:30][C:26]([CH3:27])([CH3:28])[CH3:29])=[O:32]. Yields the product COc1cc(NC(=O)OC(C)(C)C)ccc1OCCCN1CCN(c2ccccc2)CC1. The reactants are Cc1cc(C)nc(SC(=O)OC(C)(C)C)n1, COc1cc(N)ccc1OCCCN1CCN(c2ccccc2)CC1, C1CCOC1.